describe an organic reaction: reactants, conditions, products, and yield From a dataset of the Open Reaction Database (ORD), a public repository of structured organic reaction records. Reactants: C1(=C(C(=C(C(=C1F)F)F)N)F)N.Cl.Cl (dihydrochloride), ClC1=CC=C(C=C1)C(N1CCN(CC1)CCOCCOCCO)C1=CC=CC=C1 (2-[2-[2-[4-[(4-chlorophenyl)phenylmethyl]-1-piperazinyl]ethoxy]ethoxy]ethanol), ClC1=CC=C(C=C1)C(N1CCN(CC1)CCOCCOCCO)C1=CC=CC=C1 (2-[2-[2-[4-[(4-chlorophenyl)phenylmethyl]-1-piperazinyl]ethoxy]ethoxy]ethanol). Product: ClC1=CC=C(C=C1)C(N1CCNCC1)C1=CC=CC=C1 ((+)-1-[(4-chlorophenyl)phenylmethyl]piperazine). RXN SMILES: C1(N)C(F)=C(F)C(F)=C(N)C=1F.Cl.Cl.[Cl:15][C:16]1[CH:21]=[CH:20][C:19]([CH:22]([C:38]2[CH:43]=[CH:42][CH:41]=[CH:40][CH:39]=2)[N:23]2[CH2:28][CH2:27][N:26](CCOCCOCCO)[CH2:25][CH2:24]2)=[CH:18][CH:17]=1>>[Cl:15][C:16]1[CH:17]=[CH:18][C:19]([CH:22]([C:38]2[CH:39]=[CH:40][CH:41]=[CH:42][CH:43]=2)[N:23]2[CH2:24][CH2:25][NH:26][CH2:27][CH2:28]2)=[CH:20][CH:21]=1 |f:0.1.2|. Reported procedure: dextrorotatory dihydrochloride of 2-[2-[2-[4-[(4-chlorophenyl)phenylmethyl]-1-piperazinyl]ethoxy]ethoxy]ethanol (compound J, prepared in Example 5.8); Starting materials: CCc1nc2ccccc2n1-c1nc(N2CCOCC2)c2sc(C=C3CN(C(=O)OC(C)(C)C)C3)cc2n1, CCO. Product: CCc1nc2ccccc2n1-c1nc(N2CCOCC2)c2sc(CC3CN(C(=O)OC(C)(C)C)C3)cc2n1. As a reaction SMILES: [C:1]([CH3:2])([CH3:3])([CH3:4])[O:5][C:6](=[O:7])[N:8]1[CH2:9][C:10](=[CH:12][c:13]2[cH:14][c:15]3[n:16][c:17](-[n:28]4[c:29]([CH2:37][CH3:38])[n:30][c:31]5[c:32]4[cH:33][cH:34][cH:35][cH:36]5)[n:18][c:19]([N:22]4[CH2:23][CH2:24][O:25][CH2:26][CH2:27]4)[c:20]3[s:21]2)[CH2:11]1.[CH3:39][CH2:40][OH:41]>>[C:1]([CH3:2])([CH3:3])([CH3:4])[O:5][C:6](=[O:7])[N:8]1[CH2:9][CH:10]([CH2:12][c:13]2[cH:14][c:15]3[n:16][c:17](-[n:28]4[c:29]([CH2:37][CH3:38])[n:30][c:31]5[c:32]4[cH:33][cH:34][cH:35][cH:36]5)[n:18][c:19]([N:22]4[CH2:23][CH2:24][O:25][CH2:26][CH2:27]4)[c:20]3[s:21]2)[CH2:11]1.